This data is from the Open Reaction Database (ORD), a public repository of structured organic reaction records. The task is: describe an organic reaction: reactants, conditions, products, and yield The reactants are CC(Oc1ccc(Cl)cn1)C1CNCC1c1ccc(Cl)c(Cl)c1, O=C(OC(Cl)(Cl)Cl)OC(Cl)(Cl)Cl, ClCCl, c1ccncc1. As a reaction SMILES: [Cl:13][c:14]1[cH:15][cH:16][c:17]([O:20][CH:21]([CH3:22])[CH:23]2[CH2:24][NH:25][CH2:26][CH:27]2[c:28]2[cH:29][c:30]([Cl:35])[c:31]([Cl:34])[cH:32][cH:33]2)[n:18][cH:19]1.[Cl:1][C:2]([Cl:3])([O:4][C:5]([O:6][C:7]([Cl:9])([Cl:10])[Cl:11])=[O:8])[Cl:12].[Cl:42][CH2:43][Cl:44].[cH:36]1[cH:37][cH:38][n:39][cH:40][cH:41]1>>[O:6]=[C:7]([Cl:10])[N:25]1[CH2:24][CH:23]([CH:21]([O:20][c:17]2[cH:16][cH:15][c:14]([Cl:13])[cH:19][n:18]2)[CH3:22])[CH:27]([c:28]2[cH:29][c:30]([Cl:35])[c:31]([Cl:34])[cH:32][cH:33]2)[CH2:26]1. Product: CC(Oc1ccc(Cl)cn1)C1CN(C(=O)Cl)CC1c1ccc(Cl)c(Cl)c1. Starting materials: C1CCOC1, CCN(CC)CCOc1ccc(C(=O)c2c(-c3ccc(OC)cc3)sc3ccccc23)cc1. Product: CCN(CC)CCOc1ccc(C(=O)c2c(-c3ccc(O)cc3)sc3ccccc23)cc1. Reaction SMILES: [CH2:34]1[O:35][CH2:36][CH2:37][CH2:38]1.[CH3:1][O:2][c:3]1[cH:4][cH:5][c:6](-[c:9]2[c:10]([C:18](=[O:19])[c:20]3[cH:21][cH:22][c:23]([O:26][CH2:27][CH2:28][N:29]([CH2:30][CH3:31])[CH2:32][CH3:33])[cH:24][cH:25]3)[c:11]3[c:12]([s:13]2)[cH:14][cH:15][cH:16][cH:17]3)[cH:7][cH:8]1>>[OH:2][c:3]1[cH:4][cH:5][c:6](-[c:9]2[c:10]([C:18](=[O:19])[c:20]3[cH:21][cH:22][c:23]([O:26][CH2:27][CH2:28][N:29]([CH2:30][CH3:31])[CH2:32][CH3:33])[cH:24][cH:25]3)[c:11]3[c:12]([s:13]2)[cH:14][cH:15][cH:16][cH:17]3)[cH:7][cH:8]1. Starting materials: CC(C)(C)OC(=O)NCC(O)c1ccsc1, ClCCl, ClP(Cl)(Cl)(Cl)Cl, [Na+], [OH-]. Yields the product CC(C)(C)OC(=O)NCC(Cl)c1ccsc1. Reaction SMILES: [C:1]([CH3:2])([CH3:3])([CH3:4])[O:5][C:6](=[O:7])[NH:8][CH2:9][CH:10]([OH:11])[c:12]1[cH:13][s:14][cH:15][cH:16]1.[CH2:25]([Cl:26])[Cl:27].[Cl:17][P:18]([Cl:19])([Cl:20])([Cl:21])[Cl:22].[Na+:24].[OH-:23]>>[C:1]([CH3:2])([CH3:3])([CH3:4])[O:5][C:6](=[O:7])[NH:8][CH2:9][CH:10]([c:12]1[cH:13][s:14][cH:15][cH:16]1)[Cl:17]. The reactants are water ice, FC=1C=C2C(=C(C=NC2=CC1N1C=CC=C1)C(=O)OCC)O (ethyl 6-fluoro-7-(pyrrol-1-yl)-4-hydroxyquinoline-3-carboxylate), C([O-])([O-])=O.[K+].[K+] (potassium carbonate), BrC(C)F (bromofluoroethane). Run in CN(C=O)C (dimethylformamide). Run at temperature 60 celsius, time 7 hour. Yields the product FC=1C=C2C(C(=CN(C2=CC1N1C=CC=C1)C(C)F)C(=O)OCC)=O (ethyl 6-fluoro-7-(pyrrol-1-yl)-1-fluoroethyl-4-oxo-1,4-dihydroquinoline-3-carboxylate). Isolated yield 61.7%. RXN SMILES: [F:1][C:2]1[CH:3]=[C:4]2[C:9](=[CH:10][C:11]=1[N:12]1[CH:16]=[CH:15][CH:14]=[CH:13]1)[N:8]=[CH:7][C:6]([C:17]([O:19][CH2:20][CH3:21])=[O:18])=[C:5]2[OH:22].C(=O)([O-])[O-].[K+].[K+].Br[CH:30]([F:32])[CH3:31]>CN(C)C=O>[F:1][C:2]1[CH:3]=[C:4]2[C:9](=[CH:10][C:11]=1[N:12]1[CH:16]=[CH:15][CH:14]=[CH:13]1)[N:8]([CH:30]([F:32])[CH3:31])[CH:7]=[C:6]([C:17]([O:19][CH2:20][CH3:21])=[O:18])[C:5]2=[O:22] |f:1.2.3|. Procedure details: A mixture of 3.2 g (0.011 mol) of ethyl 6-fluoro-7-(pyrrol-1-yl)-4-hydroxyquinoline-3-carboxylate and 4 g (2.5×0.011 mol) of potassium carbonate in 20 ml of dimethylformamide is heated for 30 minutes at 60° C. and left to cool, 7 g (5×0.011 mol) of bromofluoroethane are added, the mixture is kept for 7 hours at 80° C., left to cool and poured into a water/ice mixture, and the precipitate formed is filtered off, washed with water and recrystallized from a dimethylformamide/water mixture (1:1) to ... Starting materials: O=C1CCC(=O)N1Br, CCCOC1=Nc2sccc2C(=CN)N1CCC, c1ccncc1. Yields the product CCCOC1=Nc2sc(Br)cc2C(=CN)N1CCC. Reaction SMILES: [Br:19][N:20]1[C:21](=[O:22])[CH2:23][CH2:24][C:25]1=[O:26].[CH2:1]([CH2:2][CH3:3])[N:4]1[C:5]([O:15][CH2:16][CH2:17][CH3:18])=[N:6][c:7]2[c:8]([cH:12][cH:13][s:14]2)[C:9]1=[CH:10][NH2:11].[cH:27]1[cH:28][cH:29][n:30][cH:31][cH:32]1>>[CH2:1]([CH2:2][CH3:3])[N:4]1[C:5]([O:15][CH2:16][CH2:17][CH3:18])=[N:6][c:7]2[c:8]([cH:12][c:13]([Br:19])[s:14]2)[C:9]1=[CH:10][NH2:11]. Starting materials: CC(C)(C)C=1C=C(C=C(C1O)C(C)(C)C)SC(C)(C)SC2=CC(=C(C(=C2)C(C)(C)C)O)C(C)(C)C (probucol), C(C=C)(=O)OCCCCO (4-hydroxybutyl acrylate), C1(=CC=CC=C1)P(C1=CC=CC=C1)C1=CC=CC=C1 (triphenylphosphine), N(=NC(=O)OCC)C(=O)OCC (diethyl azodicarboxylate), resultant mixture. The solvent is C1CCOC1 (THF). Yields the product hexanes dichloromethane, C(C=C)(=O)OCCCCOC1=C(C=C(C=C1C(C)(C)C)SC(C)(C)SC1=CC(=C(C(=C1)C(C)(C)C)O)C(C)(C)C)C(C)(C)C (2-Propenoic acid, 4-[4-[[1-[[3,5-bis(1,1-dimethylethyl)-4-hydroxyphenyl]thio]-1-methylethyl]thio]-2,6-bis(1,1-dimethylethyl)phenoxy]butyl ester). Isolated yield 28.6%. RXN SMILES: [CH3:1][C:2]([C:5]1[CH:6]=[C:7]([S:16][C:17]([S:20][C:21]2[CH:26]=[C:25]([C:27]([CH3:30])([CH3:29])[CH3:28])[C:24]([OH:31])=[C:23]([C:32]([CH3:35])([CH3:34])[CH3:33])[CH:22]=2)([CH3:19])[CH3:18])[CH:8]=[C:9]([C:12]([CH3:15])([CH3:14])[CH3:13])[C:10]=1[OH:11])([CH3:4])[CH3:3].[C:36]([O:40][CH2:41][CH2:42][CH2:43][CH2:44]O)(=[O:39])[CH:37]=[CH2:38].C1(P(C2C=CC=CC=2)C2C=CC=CC=2)C=CC=CC=1.N(C(OCC)=O)=NC(OCC)=O>C1COCC1>[C:36]([O:40][CH2:41][CH2:42][CH2:43][CH2:44][O:11][C:10]1[C:9]([C:12]([CH3:13])([CH3:14])[CH3:15])=[CH:8][C:7]([S:16][C:17]([S:20][C:21]2[CH:22]=[C:23]([C:32]([CH3:35])([CH3:34])[CH3:33])[C:24]([OH:31])=[C:25]([C:27]([CH3:30])([CH3:29])[CH3:28])[CH:26]=2)([CH3:18])[CH3:19])=[CH:6][C:5]=1[C:2]([CH3:1])([CH3:3])[CH3:4])(=[O:39])[CH:37]=[CH2:38]. Procedure: To a solution of probucol (2.58 g, 5 mmol) in THF (50 ML) were added 4-hydroxybutyl acrylate (1.0 ml, 10 mmol), triphenylphosphine (2.62 g, 10 mmol) and diethyl azodicarboxylate (1.57 ml, 10 mmol). The resultant mixture was stirred under nitrogen at reflux over weekend. It was evaporated. Silica gel chromatography (hexanes/dichloromethane 4:1) gave the title compound as a brown oil (0.92 g). 1H-NMR (400 MHz, CDCl3): 7.54 (s, 2 H), 7.46 (s, 2 H), 6.42 (dd, 1 H), 6.14 (dd, 1 H), 5.84 (dd, 1 H), 5.... Reactants: NN1C(C=2CCCCC2C(=N1)C1=CC=CC=C1)=O (2-amino-4-Phenyl-5,6,7,8-tetrahydrophthalazin-1(2H)-one), C12(CC3CC(CC(C1)C3)C2)CC(=O)O (2-(adamantan-1-yl)acetic acid). The product is C12(CC3CC(CC(C1)C3)C2)CC(=O)NN2C(C=3CCCCC3C(=N2)C2=CC=CC=C2)=O (2-(adamantan-1-yl)-N-(1-oxo-4-phenyl-5,6,7,8-tetrahydrophthalazin-2(1H)-yl)acetamide). Reaction SMILES: [NH2:1][N:2]1[N:11]=[C:10]([C:12]2[CH:17]=[CH:16][CH:15]=[CH:14][CH:13]=2)[C:9]2[CH2:8][CH2:7][CH2:6][CH2:5][C:4]=2[C:3]1=[O:18].[C:19]12([CH2:29][C:30](O)=[O:31])[CH2:28][CH:23]3[CH2:24][CH:25]([CH2:27][CH:21]([CH2:22]3)[CH2:20]1)[CH2:26]2>>[C:19]12([CH2:29][C:30]([NH:1][N:2]3[N:11]=[C:10]([C:12]4[CH:13]=[CH:14][CH:15]=[CH:16][CH:17]=4)[C:9]4[CH2:8][CH2:7][CH2:6][CH2:5][C:4]=4[C:3]3=[O:18])=[O:31])[CH2:26][CH:25]3[CH2:24][CH:23]([CH2:22][CH:21]([CH2:27]3)[CH2:20]1)[CH2:28]2. Procedure: The product from Example 185A and 2-(adamantan-1-yl)acetic acid were treated using a method similar to that described in Example 17C to give the title compound. 1H NMR (400 MHz, DMSO-d6) δ ppm 11.16 (s, 1H), 7.39-7.52 (m, 5H), 2.51-2.56 (m, 2H), 2.37-2.41 (m, 2H), 2.01 (s, 2H), 1.90-1.96 (bs, 3H), 1.70-1.77 (m, 2H), 1.53-1.71 (m, 14H); MS (APCI+) M/Z 419 (M+H)+. Reactants: S1C(=S)NC(=O)C1 (rhodanine), OC=1C=C(C=O)C=C(C1O)[N+](=O)[O-] (3,4-dihydroxy-5-nitrobenzaldehyde), N1CCCCC1 (piperidine). Solvent: C(C)(=O)O (acetic acid). Run at temperature 100 celsius. Yields the product OC=1C=C(C=C(C1O)[N+](=O)[O-])C=C1C(NC(S1)=S)=O (5-[(3,4-Dihydroxy-5-nitrophenyl)methylidene]-2-thioxothiazolidin-4-one). RXN SMILES: [S:1]1[CH2:7][C:5](=[O:6])[NH:4][C:2]1=[S:3].[OH:8][C:9]1[CH:10]=[C:11]([CH:14]=[C:15]([N+:18]([O-:20])=[O:19])[C:16]=1[OH:17])[CH:12]=O.N1CCCCC1>C(O)(=O)C>[OH:8][C:9]1[CH:10]=[C:11]([CH:12]=[C:7]2[S:1][C:2](=[S:3])[NH:4][C:5]2=[O:6])[CH:14]=[C:15]([N+:18]([O-:20])=[O:19])[C:16]=1[OH:17]. Reported procedure: A solution containing 2.1 g (0.0157 mol) of rhodanine, 2.76 g (0.0151 mol) of 3,4-dihydroxy-5-nitrobenzaldehyde and 0.15 ml of piperidine in 10 ml of acetic acid was heated for 7-8 h at 100° C. After cooling the crystals were filtered and washed with 2-propanol. Yield 4.0 g (89%), mp >350° C. (decomp.). Starting materials: O1CCOCC1 (1,4dioxane), C([O-])([O-])=O.[K+].[K+] (potassium carbonate), BrC1=CC(=C(C(=O)C2=CNC3=C(N=CC=C32)NC(=O)C3CC3)C(=C1)Cl)Cl (N-[3-(4-bromo-2,6-dichlorobenzoyl)-1H-pyrrolo[2,3-c]pyridin-7-yl]cyclopropanecarboxamide), CC1=NOC(=C1B(O)O)C ((3,5-dimethyl-1,2-oxazol-4-yl)boronic acid). The reagents and catalysts are C1=CC=C(C=C1)P([C-]2C=CC=C2)C3=CC=CC=C3.C1=CC=C(C=C1)P([C-]2C=CC=C2)C3=CC=CC=C3.Cl[Pd]Cl.[Fe+2] (dichloro[1,1′-bis(diphenylphosphino)ferrocene]palladium(II)). The solvent is O (water), O (water). Conditions: temperature 90 celsius, time 5 minute. Yields the product ClC1=C(C(=O)C2=CNC3=C(N=CC=C32)NC(=O)C3CC3)C(=CC(=C1)C=1C(=NOC1C)C)Cl (N-{3-[2,6-dichloro-4-(3,5-dimethyl-1,2-oxazol-4-yl)benzoyl]-1H-pyrrolo[2,3-c]pyridin-7-yl}cyclopropanecarboxamide). Isolated yield 16.0%. RXN SMILES: Br[C:2]1[CH:24]=[C:23]([Cl:25])[C:5]([C:6]([C:8]2[C:16]3[C:11](=[C:12]([NH:17][C:18]([CH:20]4[CH2:22][CH2:21]4)=[O:19])[N:13]=[CH:14][CH:15]=3)[NH:10][CH:9]=2)=[O:7])=[C:4]([Cl:26])[CH:3]=1.[CH3:27][C:28]1[C:32](B(O)O)=[C:31]([CH3:36])[O:30][N:29]=1.O1CCOCC1.C(=O)([O-])[O-].[K+].[K+]>C1C=CC(P(C2C=CC=CC=2)[C-]2C=CC=C2)=CC=1.C1C=CC(P(C2C=CC=CC=2)[C-]2C=CC=C2)=CC=1.Cl[Pd]Cl.[Fe+2].O>[Cl:25][C:23]1[CH:24]=[C:2]([C:32]2[C:28]([CH3:27])=[N:29][O:30][C:31]=2[CH3:36])[CH:3]=[C:4]([Cl:26])[C:5]=1[C:6]([C:8]1[C:16]2[C:11](=[C:12]([NH:17][C:18]([CH:20]3[CH2:22][CH2:21]3)=[O:19])[N:13]=[CH:14][CH:15]=2)[NH:10][CH:9]=1)=[O:7] |f:3.4.5,6.7.8.9|. Procedure: A mixture of N-[3-(4-bromo-2,6-dichlorobenzoyl)-1H-pyrrolo[2,3-c]pyridin-7-yl]cyclopropanecarboxamide (0.1 g, 0.2 mmol) and (3,5-dimethyl-1,2-oxazol-4-yl)boronic acid (0.037 g, 0.26 mmol) was taken in a vial. To the reaction mixture, 1,4dioxane (3 mL), potassium carbonate (0.091 g, 0.6 mmol) and water (0.5 mL) were added. The whole reaction mixture was stirred with argon gas for about five minutes. Finally dichloro[1,1′-bis(diphenylphosphino)ferrocene]palladium(II) (0.018 g, 0.02 mmol) was added...